From a dataset of the Open Reaction Database (ORD), a public repository of structured organic reaction records. describe an organic reaction: reactants, conditions, products, and yield Starting materials: C1CCOC1, C[Si](C)(C)[O-], CS(C)=O, CC#N, [K+], COC(=O)C(C)C12CCC(c3ccc(C4=Nc5c(N)ncnc5OC4(C)C)cc3)(CC1)CC2, O. Product: CC(C(=O)O)C12CCC(c3ccc(C4=Nc5c(N)ncnc5OC4(C)C)cc3)(CC1)CC2. As a reaction SMILES: [CH2:40]1[O:41][CH2:42][CH2:43][CH2:44]1.[CH3:34][Si:35]([CH3:36])([CH3:37])[O-:38].[CH3:45][S:46]([CH3:47])=[O:48].[CH3:49][C:50]#[N:51].[K+:39].[NH2:1][c:2]1[n:3][cH:4][n:5][c:6]2[c:11]1[N:10]=[C:9]([c:12]1[cH:13][cH:14][c:15]([C:18]34[CH2:19][CH2:20][C:21]([CH:26]([C:27](=[O:28])[O:29][CH3:30])[CH3:31])([CH2:22][CH2:23]3)[CH2:24][CH2:25]4)[cH:16][cH:17]1)[C:8]([CH3:32])([CH3:33])[O:7]2.[OH2:52]>>[NH2:1][c:2]1[n:3][cH:4][n:5][c:6]2[c:11]1[N:10]=[C:9]([c:12]1[cH:13][cH:14][c:15]([C:18]34[CH2:19][CH2:20][C:21]([CH:26]([C:27](=[O:28])[OH:29])[CH3:31])([CH2:22][CH2:23]3)[CH2:24][CH2:25]4)[cH:16][cH:17]1)[C:8]([CH3:32])([CH3:33])[O:7]2. Reactants: C(C)OC(=O)C=1NC2=C(C(=CC=C2C1)F)C (6-fluoro7-methyl-1H-indole-2-carboxylic acid ethyl ester), C(C)(C)(C)OC(=O)N1S(O[C@H](C1)C)(=O)=O ((S)-5-methyl-2,2-dioxo-[1,2,3]oxathiazolidine-3-carboxylic acid tert-butyl ester). Product: C(C)OC(=O)C=1N(C2=C(C(=CC=C2C1)F)C)[C@@H](CNC(=O)OC(C)(C)C)C ((R)-1-(2-tert-Butoxycarbonylamino-1-methyl-ethyl)-6-fluoro-7-methyl-1H-indole-2-carboxylic acid ethyl ester). As a reaction SMILES: [CH2:1]([O:3][C:4]([C:6]1[NH:7][C:8]2[C:13]([CH:14]=1)=[CH:12][CH:11]=[C:10]([F:15])[C:9]=2[CH3:16])=[O:5])[CH3:2].[C:17]([O:21][C:22]([N:24]1[CH2:28][C@H:27]([CH3:29])OS1(=O)=O)=[O:23])([CH3:20])([CH3:19])[CH3:18]>>[CH2:1]([O:3][C:4]([C:6]1[N:7]([C@H:27]([CH3:29])[CH2:28][NH:24][C:22]([O:21][C:17]([CH3:20])([CH3:19])[CH3:18])=[O:23])[C:8]2[C:13]([CH:14]=1)=[CH:12][CH:11]=[C:10]([F:15])[C:9]=2[CH3:16])=[O:5])[CH3:2]. Procedure details: The title compound, ISP-MS: m/e=(M+H+), was prepared in accordance with the general method of example 12b) from 6-fluoro7-methyl-1H-indole-2-carboxylic acid ethyl ester and (S)-5-methyl-2,2-dioxo-[1,2,3]oxathiazolidine-3-carboxylic acid tert-butyl ester. Yellow solid, ISP MS: 379.4 (M+H)+